describe an organic reaction: reactants, conditions, products, and yield From a dataset of the Open Reaction Database (ORD), a public repository of structured organic reaction records. Reactants: solution, Cl (HCl), CCOC(=O)C (EtOAc), C(C)OC1=NN=C2C=3C=C(C(=NC3C=CN21)C2=CC=C(C=C2)C2(CCC2)NC(OC(C)(C)C)=O)C2=CC=CC=C2 (tert-butyl {1-[4-(3-ethoxy-9-phenyl[1,2,4]triazolo[3,4-f]-1,6-naphthyridin-8-yl)phenyl]cyclobutyl}carbamate). Solvent: C(Cl)Cl (DCM), CO (MeOH). Yields the product C(C)OC1=NN=C2C=3C=C(C(=NC3C=CN21)C2=CC=C(C=C2)C2(CCC2)N)C2=CC=CC=C2 (1-[4-(3-ethoxy-9-phenyl[1,2,4]triazolo[3,4-f]-1,6-naphthyridin-8-yl)phenyl]cyclobutanamine). As a reaction SMILES: [CH2:1]([O:3][C:4]1[N:16]2[C:7]([C:8]3[CH:9]=[C:10]([C:35]4[CH:40]=[CH:39][CH:38]=[CH:37][CH:36]=4)[C:11]([C:17]4[CH:22]=[CH:21][C:20]([C:23]5([NH:27]C(=O)OC(C)(C)C)[CH2:26][CH2:25][CH2:24]5)=[CH:19][CH:18]=4)=[N:12][C:13]=3[CH:14]=[CH:15]2)=[N:6][N:5]=1)[CH3:2].Cl.CCOC(C)=O>CO.C(Cl)Cl>[CH2:1]([O:3][C:4]1[N:16]2[C:7]([C:8]3[CH:9]=[C:10]([C:35]4[CH:36]=[CH:37][CH:38]=[CH:39][CH:40]=4)[C:11]([C:17]4[CH:18]=[CH:19][C:20]([C:23]5([NH2:27])[CH2:24][CH2:25][CH2:26]5)=[CH:21][CH:22]=4)=[N:12][C:13]=3[CH:14]=[CH:15]2)=[N:6][N:5]=1)[CH3:2]. Reported procedure: tert-Butyl {1-[4-(3-ethoxy-9-phenyl[1,2,4]triazolo[3,4-f]-1,6-naphthyridin-8-yl)phenyl]cyclobutyl}carbamate (9-1) (0.775 g, 0.133 mmol) was dissolved in MeOH (2 mL) and DCM (2 mL), and 4N solution of HCl in EtOAc (10 mL, 40 mmol) was added. The reaction mixture was then permitted to stir at room temperature, capped but not under an atmosphere of nitrogen. After 1 hour the reaction mixture was concentrated in vacuo and the resulting residue was purified by reverse phase column chromatography (Sun...